Dataset: the Open Reaction Database (ORD), a public repository of structured organic reaction records. Task: describe an organic reaction: reactants, conditions, products, and yield As a reaction SMILES: [CH3:1][C:2]1[CH:10]=[CH:9][C:5]2[NH:6][N:7]=[N:8][C:4]=2[CH:3]=1.[N+]([O-])([O-])=[O:12].[Ag+:15].[Na].S(C1[C:29]2[N:28]=NN[C:25]=2[CH:24]=[CH:23]C=1)(O)(=O)=O>>[Ag:15].[CH3:1][C:2]1[CH:10]=[CH:9][C:5]2[NH:6][N:7]=[N:8][C:4]=2[CH:3]=1.[CH2:10]=[CH:2][N:28]1[C:29](=[O:12])[CH2:25][CH2:24][CH2:23]1 |f:1.2,3.4,5.6,^1:15|. The solvent is water-alcohol. Starting materials: CC1=CC2=C(NN=N2)C=C1 (5-methylbenzotriazole), [N+](=O)([O-])[O-].[Ag+] (silver nitrate), [Na].S(=O)(=O)(O)C1=CC=CC=2NN=NC21 (4-sulfobenzotriazole sodium salt). Reported procedure: 28.8 g of 5-methylbenzotriazole silver salt obtained by reaction of 5-methylbenzotriazole and silver nitrate in water-alcohol mixed solvent, 16.0 g of poly (N-vinyl pyrrolidone) and 1.33 g or 4-sulfobenzotriazole sodium salt were dispersed with alumina ball mill. This solution was arranged to have pH of 5.5 and quantity of 200 ml. Yields the product [Ag].CC1=CC2=C(NN=N2)C=C1 (5-methylbenzotriazole silver salt), C=CN1CCCC1=O (poly (N-vinyl pyrrolidone)). Reactants: OCC1=CC=C2CCC(NC2=C1)=O (7-(hydroxymethyl)-3,4-dihydroquinolin-2(1H)-one), ClC1=C(C=CC=C1Cl)N1CCN(CC1)CCCC(=O)O (4-(4-(2,3-Dichlorophenyl)piperazin-1-yl)butanoic acid), compound 38a. The product is ClC1=C(C=CC=C1Cl)N1CCN(CC1)CCCC(=O)OCC1=CC=C2CCC(NC2=C1)=O ((2-Oxo-1,2,3,4-tetrahydroquinolin-7-yl)methyl 4-(4-(2,3-dichlorophenyl)piperazin-1-yl)butanoate). RXN SMILES: [OH:1][CH2:2][C:3]1[CH:12]=[C:11]2[C:6]([CH2:7][CH2:8][C:9](=[O:13])[NH:10]2)=[CH:5][CH:4]=1.[Cl:14][C:15]1[C:20]([Cl:21])=[CH:19][CH:18]=[CH:17][C:16]=1[N:22]1[CH2:27][CH2:26][N:25]([CH2:28][CH2:29][CH2:30][C:31](O)=[O:32])[CH2:24][CH2:23]1>>[Cl:14][C:15]1[C:20]([Cl:21])=[CH:19][CH:18]=[CH:17][C:16]=1[N:22]1[CH2:23][CH2:24][N:25]([CH2:28][CH2:29][CH2:30][C:31]([O:1][CH2:2][C:3]2[CH:12]=[C:11]3[C:6]([CH2:7][CH2:8][C:9](=[O:13])[NH:10]3)=[CH:5][CH:4]=2)=[O:32])[CH2:26][CH2:27]1. Reported procedure: (2-Oxo-1,2,3,4-tetrahydroquinolin-7-yl)methyl 4-(4-(2,3-dichlorophenyl)piperazin-1-yl)butanoate (38d) (Scheme 7) was prepared from the carbinol 37 and the carboxylic acid 18d according to the protocol described for the compound 38a (Example 55). White solid, 0.2 g (50%). 1H NMR (400 MHz, CDCl3): δ 1.85 (quintet, J=7.2 Hz, 2H); 2.39-2.42 (m, 4H); 2.59-2.63 (m, 6H); 2.94 (t, J=8.4 Hz, 2H); 3.01 (broad s, 4H); 5.04 (s, 2H); 6.83 (d, J=1.6 Hz, 1H); 6.90-6.93 (m, 1H); 6.96 (dd, J=1.2, 7.6 Hz, 1H); 6.... Starting materials: CN(C)C=O, COc1ccc2nc(Cl)c(C=NO)cc2c1, O=S(Cl)Cl. The product is COc1ccc2nc(Cl)c(C#N)cc2c1. As a reaction SMILES: [CH3:21][N:22]([CH3:23])[CH:24]=[O:25].[Cl:5][c:6]1[n:7][c:8]2[cH:9][cH:10][c:11]([O:19][CH3:20])[cH:12][c:13]2[cH:14][c:15]1[CH:16]=[N:17][OH:18].[S:1]([Cl:2])([Cl:3])=[O:4]>>[Cl:5][c:6]1[n:7][c:8]2[cH:9][cH:10][c:11]([O:19][CH3:20])[cH:12][c:13]2[cH:14][c:15]1[C:16]#[N:17]. The reactants are N1=C(C=CC=C1)C(NCC1=NC=CC=C1)C1=NC=CC=C1 (N-[di(2-pyridinyl)methyl]-N-(2-pyridinylmethyl)amine), C=O (formaldehyde), C(=O)(O)[O-].[Na+] (NaHCO3), [BH-](OC(=O)C)(OC(=O)C)OC(=O)C.[Na+] (NaBH(OAc)3). Run in ClCCCl (1,2-dichloroethane). The product is N1=C(C=CC=C1)C(N(CC1=NC=CC=C1)C)C1=NC=CC=C1 (N-[di(2-pyridinyl)methyl]-N-methyl-N-(2-pyridinylmethyl)amine). The yield is 93.0%. RXN SMILES: [N:1]1[CH:6]=[CH:5][CH:4]=[CH:3][C:2]=1[CH:7]([C:16]1[CH:21]=[CH:20][CH:19]=[CH:18][N:17]=1)[NH:8][CH2:9][C:10]1[CH:15]=[CH:14][CH:13]=[CH:12][N:11]=1.C=O.[BH-](OC(C)=O)(OC(C)=O)O[C:26](C)=O.[Na+].C([O-])(O)=O.[Na+]>ClCCCl>[N:1]1[CH:6]=[CH:5][CH:4]=[CH:3][C:2]=1[CH:7]([C:16]1[CH:21]=[CH:20][CH:19]=[CH:18][N:17]=1)[N:8]([CH3:26])[CH2:9][C:10]1[CH:15]=[CH:14][CH:13]=[CH:12][N:11]=1 |f:2.3,4.5|. Procedure details: To a solution of N-[di(2-pyridinyl)methyl]-N-(2-pyridinylmethyl)amine (1.262 g, 4.59 mmol) in 1,2-dichloroethane (35 ml) was added formaldehyde (37% solution in water, 0.45 ml, 6.0 mmol). NaBH(OAc)3 (3.92 g, 18.5 mmol) was added in small portions. After stirring for 7 h at room temperature saturated NaHCO3(aq) (35 ml) was added and the 1,2-dichloroethane layer was separated. The aqueous layer is extracted with CH2Cl2 (3×20 ml). The combined organic layers were washed with 1N NaOH (20 ml) and bri... The reactants are NC1=CC(=C(C=C1)C(F)(F)F)Cl (4-amino-2-chlorobenzotrifluoride), CN1CC(CCC1)CN1CCNCC1 (1-[(1-methylpiperidin-3-yl)methyl]piperazine), C(=O)(OC(C)(C)C)OC(=O)OC(C)(C)C (di-tert-butyl dicarbonate). Reagents/catalysts: CN(C1=CC=NC=C1)C (4-dimethylaminopyridine). Run in C(Cl)(Cl)Cl (chloroform), C(Cl)(Cl)Cl (chloroform), C(Cl)(Cl)Cl (chloroform). Reaction conditions: time 20 minute. Yields the product ClC=1C=C(C=CC1C(F)(F)F)NC(=O)N1CCN(CC1)CC1CN(CCC1)C (N-[3-Chloro-4-(trifluoromethyl)phenyl]-4-[(1-methylpiperidin-3-yl)methyl]piperazine-1-carboxamide). Isolated yield 6.7%. Reaction SMILES: [C:1](OC(OC(C)(C)C)=O)(OC(C)(C)C)=[O:2].[NH2:16][C:17]1[CH:22]=[CH:21][C:20]([C:23]([F:26])([F:25])[F:24])=[C:19]([Cl:27])[CH:18]=1.[CH3:28][N:29]1[CH2:34][CH2:33][CH2:32][CH:31]([CH2:35][N:36]2[CH2:41][CH2:40][NH:39][CH2:38][CH2:37]2)[CH2:30]1>C(Cl)(Cl)Cl.CN(C)C1C=CN=CC=1>[Cl:27][C:19]1[CH:18]=[C:17]([NH:16][C:1]([N:39]2[CH2:40][CH2:41][N:36]([CH2:35][CH:31]3[CH2:32][CH2:33][CH2:34][N:29]([CH3:28])[CH2:30]3)[CH2:37][CH2:38]2)=[O:2])[CH:22]=[CH:21][C:20]=1[C:23]([F:24])([F:25])[F:26]. Reported procedure: To a solution of di-tert-butyl dicarbonate (114.6 mg) in chloroform (2 ml) was added 4-dimethylaminopyridine (6 mg). A solution of 4-amino-2-chlorobenzotrifluoride (98.1 mg) in chloroform (2 ml) was added and the reaction mixture stirred for 20 minutes at room temperature. A solution of 1-[(1-methylpiperidin-3-yl)methyl]piperazine (98.5 mg) in chloroform (2 ml) was added and the resulting solution was stirred at reflux for 18 hours. The reaction mixture was purified by column chromatography on s...